Task: describe an organic reaction: reactants, conditions, products, and yield. Dataset: the Open Reaction Database (ORD), a public repository of structured organic reaction records Starting materials: ClC1=C(C(N(C2=CC(=C(C=C12)OC)OC)CC1=CC=C(C=C1)OC)=O)C#N (4-chloro-6,7-dimethoxy-1-(4-methoxybenzyl)2-oxo-1,2-dihydroquinoline-3-carbonitrile), FC(C(=O)O)(F)F (trifluoroacetic acid), C1(=CC=CC=C1)OC (anisole), FC(S(=O)(=O)O)(F)F (trifluoromethanesulfonic acid), C([O-])([O-])=O.[Na+].[Na+] (sodium carbonate). Run in C(C)(=O)OCC (ethyl acetate). Run at time 1 day. The product is ClC1=C(C(NC2=CC(=C(C=C12)OC)OC)=O)C#N (4-chloro-6,7-dimethoxy-2-oxo-1,2-dihydroquinoline-3-carbonitrile). Yield: 60.6%. RXN SMILES: [Cl:1][C:2]1[C:11]2[C:6](=[CH:7][C:8]([O:14][CH3:15])=[C:9]([O:12][CH3:13])[CH:10]=2)[N:5](CC2C=CC(OC)=CC=2)[C:4](=[O:25])[C:3]=1[C:26]#[N:27].FC(F)(F)C(O)=O.C1(OC)C=CC=CC=1.FC(F)(F)S(O)(=O)=O.C(=O)([O-])[O-].[Na+].[Na+]>C(OCC)(=O)C>[Cl:1][C:2]1[C:11]2[C:6](=[CH:7][C:8]([O:14][CH3:15])=[C:9]([O:12][CH3:13])[CH:10]=2)[NH:5][C:4](=[O:25])[C:3]=1[C:26]#[N:27] |f:4.5.6|. Procedure: A mixture of 4-chloro-6,7-dimethoxy-1-(4-methoxybenzyl)2-oxo-1,2-dihydroquinoline-3-carbonitrile (300 mg), trifluoroacetic acid (5 ml), anisole (2 ml) and trifluoromethanesulfonic acid (1 ml) was stirred at room temperature for 1 day. After concentoration, the residue was cooled to 0° C. and ethyl acetate was added. The pH was adjusted to about 9 by adding 5% sodium carbonate, and the mixture was extracted with ethyl acetate. The extract was washed with water and brine, dried over anhydrous magn... Run in O1CCOCC1 (p-dioxane), O1CCOCC1 (dioxane). Reaction conditions: temperature 60 celsius, time 1 hour. The reactants are ClC=1C=C2C=NC(=NC2=CC1)C(=O)N[C@@H]1CN(CC1)C(=O)OC(C)(C)C ((S)-tert-butyl 3-(6-chloroquinazoline-2-carboxamido)pyrrolidine-1-carboxylate), Cl (HCl). Product: ClC=1C=C2C=NC(=NC2=CC1)C(=O)N[C@@H]1CNCC1 ((S)-6-chloro-N-(pyrrolidin-3-yl)quinazoline-2-carboxamide). Reaction SMILES: [Cl:1][C:2]1[CH:3]=[C:4]2[C:9](=[CH:10][CH:11]=1)[N:8]=[C:7]([C:12]([NH:14][C@H:15]1[CH2:19][CH2:18][N:17](C(OC(C)(C)C)=O)[CH2:16]1)=[O:13])[N:6]=[CH:5]2.Cl>O1CCOCC1>[Cl:1][C:2]1[CH:3]=[C:4]2[C:9](=[CH:10][CH:11]=1)[N:8]=[C:7]([C:12]([NH:14][C@H:15]1[CH2:19][CH2:18][NH:17][CH2:16]1)=[O:13])[N:6]=[CH:5]2. Procedure: To a solution of (S)-tert-butyl 3-(6-chloroquinazoline-2-carboxamido)pyrrolidine-1-carboxylate (0.086 g, 0.23 mmol, 1 eq) in 1 mL of p-dioxane was added a solution of 4.0 M HCl in dioxane (0.29 mL, 1.2 mmol, 5 eq). After stirring at 60° C. for 1 h, the mixture was concentrated to provide (S)-6-chloro-N-(pyrrolidin-3-yl)quinazoline-2-carboxamide which was carried on without further purification. Reactants: COC=1C=C(C=NC1)N (5-methoxypyridin-3-amine), ClS(=O)(=O)C1=C(C(=O)OC)C=CC=C1 (methyl 2-(chlorosulfonyl)benzoate). The solvent is C(=O)(O)[O-].[Na+] (NaHCO3), N1=CC=CC=C1 (pyridine). Conditions: time 8 hour. The product is COC=1C=C(C=NC1)NS(=O)(=O)C1=C(C(=O)OC)C=CC=C1 (methyl 2-{[(5-methoxypyridin-3-yl)amino]sulfonyl}benzoate). RXN SMILES: [CH3:1][O:2][C:3]1[CH:4]=[C:5]([NH2:9])[CH:6]=[N:7][CH:8]=1.Cl[S:11]([C:14]1[CH:23]=[CH:22][CH:21]=[CH:20][C:15]=1[C:16]([O:18][CH3:19])=[O:17])(=[O:13])=[O:12]>N1C=CC=CC=1.C([O-])(O)=O.[Na+]>[CH3:1][O:2][C:3]1[CH:4]=[C:5]([NH:9][S:11]([C:14]2[CH:23]=[CH:22][CH:21]=[CH:20][C:15]=2[C:16]([O:18][CH3:19])=[O:17])(=[O:13])=[O:12])[CH:6]=[N:7][CH:8]=1 |f:3.4|. Reported procedure: To a solution of 5-methoxypyridin-3-amine (1 eq) in pyridine (0.4 M) was added methyl 2-(chlorosulfonyl)benzoate (1 eq) and the mixture was stirred overnight at room temperature. The mixture was diluted with saturated aqueous NaHCO3 and extracted with CH2Cl2. The organic layer was dried over Na2SO4, filtered and concentrated. The crude residue was purified by flash chromatography (0-8% MeOH/CH2Cl2) to give afford the title compound. 1H NMR (400 MHz, DMSO-D6) δ ppm 10.56-10.66 (m, 1H) 8.55-8.61 (... Starting materials: CCOC(C)=O, ClCCl, Cl, O=C=Nc1ccc(-c2ccccc2)cc1, C1COCCO1, N#CNC(=Nc1ccc(-c2ccccc2)cc1)NC(Cc1ccccc1)C(=O)NCCCN1CCCC1. The product is O=C(Nc1ccc(-c2ccccc2)cc1)NC(Cc1ccccc1)C(=O)NCCCN1CCCC1. Reaction SMILES: [CH3:63][CH2:64][O:65][C:66]([CH3:67])=[O:68].[Cl:60][CH2:61][Cl:62].[ClH:38].[N:45]([c:46]1[cH:47][cH:48][c:49](-[c:50]2[cH:51][cH:52][cH:53][cH:54][cH:55]2)[cH:56][cH:57]1)=[C:58]=[O:59].[O:39]1[CH2:40][CH2:41][O:42][CH2:43][CH2:44]1.[c:1]1(-[c:32]2[cH:33][cH:34][cH:35][cH:36][cH:37]2)[cH:2][cH:3][c:4]([N:7]=[C:8]([NH:9][CH:10]([C:11](=[O:12])[NH:13][CH2:14][CH2:15][CH2:16][N:17]2[CH2:18][CH2:19][CH2:20][CH2:21]2)[CH2:22][c:23]2[cH:24][cH:25][cH:26][cH:27][cH:28]2)[NH:29][C:30]#[N:31])[cH:5][cH:6]1>>[c:1]1(-[c:32]2[cH:33][cH:34][cH:35][cH:36][cH:37]2)[cH:2][cH:3][c:4]([NH:7][C:8]([NH:9][CH:10]([C:11](=[O:12])[NH:13][CH2:14][CH2:15][CH2:16][N:17]2[CH2:18][CH2:19][CH2:20][CH2:21]2)[CH2:22][c:23]2[cH:24][cH:25][cH:26][cH:27][cH:28]2)=[O:39])[cH:5][cH:6]1. Product: CC(Oc1ccc(-c2ccc(C(F)(F)F)cc2)cc1)c1ccc(C(=O)NCCC(=O)O)s1. As a reaction SMILES: [CH3:1][O:2][C:3]([CH2:4][CH2:5][NH:6][C:7](=[O:8])[c:9]1[s:10][c:11]([CH:14]([CH3:15])[O:16][c:17]2[cH:18][cH:19][c:20](-[c:23]3[cH:24][cH:25][c:26]([C:29]([F:30])([F:31])[F:32])[cH:27][cH:28]3)[cH:21][cH:22]2)[cH:12][cH:13]1)=[O:33].[CH3:37][OH:38].[ClH:36].[Na+:35].[OH-:34]>>[O:2]=[C:3]([CH2:4][CH2:5][NH:6][C:7](=[O:8])[c:9]1[s:10][c:11]([CH:14]([CH3:15])[O:16][c:17]2[cH:18][cH:19][c:20](-[c:23]3[cH:24][cH:25][c:26]([C:29]([F:30])([F:31])[F:32])[cH:27][cH:28]3)[cH:21][cH:22]2)[cH:12][cH:13]1)[OH:33]. Starting materials: COC(=O)CCNC(=O)c1ccc(C(C)Oc2ccc(-c3ccc(C(F)(F)F)cc3)cc2)s1, CO, Cl, [Na+], [OH-]. Starting materials: CC(C)([O-])C.[K+] (potassium tert-butoxide), C1(=CC=CC=C1)O (phenol), C1(=CC=CC=C1)[O-].[K+] (potassium phenolate), FC1=NC=NC(=C1F)F (4,5,6-trifluoropyrimidine). Run in C1CCOC1 (THF), C1CCOC1 (THF). Run at temperature 0 celsius. Product: FC=1C(=NC=NC1F)OC1=CC=CC=C1 (5,6-difluoro-4-phenoxypyrimidine). Isolated yield 68.1%. As a reaction SMILES: CC(C)([O-])C.[K+].[C:7]1([OH:13])[CH:12]=[CH:11][CH:10]=[CH:9][CH:8]=1.C1([O-])C=CC=CC=1.[K+].[F:22][C:23]1[C:28]([F:29])=[C:27](F)[N:26]=[CH:25][N:24]=1>C1COCC1>[F:29][C:28]1[C:27]([O:13][C:7]2[CH:12]=[CH:11][CH:10]=[CH:9][CH:8]=2)=[N:26][CH:25]=[N:24][C:23]=1[F:22] |f:0.1,3.4|. Reported procedure: With stirring, 50.4 g (0.45 mol) of potassium tert-butoxide (M=112.22) are added to a solution of 42.4 g (0.45 mol) of phenol in 400 ml of THF. The resulting potassium phenolate solution is added dropwise to a solution of 80 g (0.6 mol) of 4,5,6-trifluoropyrimidine in 1 l of THF which had been cooled to 0° C., and the mixture is stirred for 30 minutes. The solution is concentrated under reduced pressure and the residue is mixed with water and extracted with ethyl acetate. The organic phase is se... The reactants are O=[O+][O-] (Ozone), C(=CC=CC)C1CC(OC2(O1)CCCCC2)CC(=O)O (4-(1,3-pentadienyl)-1,5-dioxaspiro[5.5]undecane-2-acetic acid). Run in C(Cl)Cl (methylene chloride). Yields the product C(=O)C1CC(OC2(O1)CCCCC2)CC(=O)O (4-Formyl-1,5-dioxaspiro[5.5]undecane-2-acetic acid). Procedure details: Ozone was passed through a solution of 4-(1,3-pentadienyl)-1,5-dioxaspiro[5.5]undecane-2-acetic acid (570 mg, 2.0 mmol) in methylene chloride (25 mL) at -78° C. After the solution had attained a blue color, nitrogen was passed through the solution to remove the excess ozone. Dimethyl sulfide (0.5 mL) was added and the solution was concentrated under reduced pressure to afford the title compound as a viscous oil which was used without further purification in the subsequent step. Reaction SMILES: [O:1]=[O+][O-].[CH:4]([CH:9]1[O:14][C:13]2([CH2:19][CH2:18][CH2:17][CH2:16][CH2:15]2)[O:12][CH:11]([CH2:20][C:21]([OH:23])=[O:22])[CH2:10]1)=CC=CC>C(Cl)Cl>[CH:4]([CH:9]1[O:14][C:13]2([CH2:15][CH2:16][CH2:17][CH2:18][CH2:19]2)[O:12][CH:11]([CH2:20][C:21]([OH:23])=[O:22])[CH2:10]1)=[O:1]. The reactants are C1(CCCCC1)CC=1SC2=C(N1)C=CC(=C2)C#N (2-cyclohexylmethyl-benzothiazole-6-carbonitrile), [H-].[Al+3].[Li+].[H-].[H-].[H-] (lithium aluminum hydride). Run in C1CCOC1 (THF), C1CCOC1 (THF). Reaction conditions: time 0.5 hour. Product: NCC1=CC2=C(N=C(S2)CC2CCCCC2)C=C1 (6-Aminomethyl-2-cyclohexylmethyl-benzothiazole). Yield: 69.8%. RXN SMILES: [CH:1]1([CH2:7][C:8]2[S:9][C:10]3[CH:16]=[C:15]([C:17]#[N:18])[CH:14]=[CH:13][C:11]=3[N:12]=2)[CH2:6][CH2:5][CH2:4][CH2:3][CH2:2]1.[H-].[Al+3].[Li+].[H-].[H-].[H-]>C1COCC1>[NH2:18][CH2:17][C:15]1[CH:14]=[CH:13][C:11]2[N:12]=[C:8]([CH2:7][CH:1]3[CH2:6][CH2:5][CH2:4][CH2:3][CH2:2]3)[S:9][C:10]=2[CH:16]=1 |f:1.2.3.4.5.6|. Reported procedure: Dissolve 2-cyclohexylmethyl-benzothiazole-6-carbonitrile (0.2 g, 0.55 mmol) in anhydrous THF (2 mL) and add slowly 1M lithium aluminum hydride in THF (0.82 mL, 0.82 mmol) at room temperature. Stir the reaction mixture at room temperature for 0.5 h. Quench the reaction mixture with water until a granular precipitate starts to form and filter through a pad of Celite®. Evaporate the solvent and purify the residue by SCX chromatography to obtain the title compound as a yellow oil (0.1 g, 92%). MS (E...